Dataset: the Open Reaction Database (ORD), a public repository of structured organic reaction records. Task: describe an organic reaction: reactants, conditions, products, and yield The reactants are [Si](C)(C)(C(C)(C)C)OC[C@H](C[C@H]1OC(OC1)(C)C)N(C(=O)NCC1=C(C(=CC=C1)F)Cl)C (1-((S)-1-(tert-butyldimethylsilyloxy)-3-((R)-2,2-dimethyl-1,3-dioxolan-4-yl)propan-2-yl)-3-(2-chloro-3-fluorobenzyl)-1-methylurea), CCCC[N+](CCCC)(CCCC)CCCC.[F-] (TBAF). Run in C1CCOC1 (THF). Reaction conditions: time 30 minute. Yields the product ClC1=C(CNC(N(C)[C@@H](C[C@H]2OC(OC2)(C)C)CO)=O)C=CC=C1F (3-(2-chloro-3-fluorobenzyl)-1-((S)-1-((R)-2,2-dimethyl-1,3-dioxolan-4-yl)-3-hydroxypropan-2-yl)-1-methylurea). As a reaction SMILES: [Si]([O:8][CH2:9][C@@H:10]([N:19]([CH3:32])[C:20]([NH:22][CH2:23][C:24]1[CH:29]=[CH:28][CH:27]=[C:26]([F:30])[C:25]=1[Cl:31])=[O:21])[CH2:11][C@@H:12]1[CH2:16][O:15][C:14]([CH3:18])([CH3:17])[O:13]1)(C(C)(C)C)(C)C.CCCC[N+](CCCC)(CCCC)CCCC.[F-]>C1COCC1>[Cl:31][C:25]1[C:26]([F:30])=[CH:27][CH:28]=[CH:29][C:24]=1[CH2:23][NH:22][C:20](=[O:21])[N:19]([C@H:10]([CH2:9][OH:8])[CH2:11][C@@H:12]1[CH2:16][O:15][C:14]([CH3:18])([CH3:17])[O:13]1)[CH3:32] |f:1.2|. Procedure details: To a solution of 1-((S)-1-(tert-butyldimethylsilyloxy)-3-((R)-2,2-dimethyl-1,3-dioxolan-4-yl)propan-2-yl)-3-(2-chloro-3-fluorobenzyl)-1-methylurea (11.4 g, 23 mmol) in THF at 0° C., was added TBAF (23 mmol, 1 equiv.) dropwise. The reaction was completed in 30 min. The solvents were removed. The residue was dissolved in EtOAc (150 mL) and washed with 3% citric acid (150 mL) twice, followed by saturated NaHCO3 (100 mL) and brine (100 mL). The organic layer was concentrated to give 3-(2-chloro-3-fl... Starting materials: CCc1cc(C=O)ccc1O, CC(C)I, Cl, [K+], [K+], O=C([O-])[O-], CN(C)C=O. Yields the product CCc1cc(C=O)ccc1OC(C)C. RXN SMILES: [CH2:1]([CH3:2])[c:3]1[cH:4][c:5]([CH:6]=[O:7])[cH:8][cH:9][c:10]1[OH:11].[CH:18]([CH3:19])([CH3:20])[I:21].[ClH:22].[K+:12].[K+:13].[O-:14][C:15]([O-:16])=[O:17].[O:23]=[CH:24][N:25]([CH3:26])[CH3:27]>>[CH2:1]([CH3:2])[c:3]1[cH:4][c:5]([CH:6]=[O:7])[cH:8][cH:9][c:10]1[O:11][CH:18]([CH3:19])[CH3:20]. Reported procedure: To a suspension of 7-hydroxy-6-methoxy-4-(2-methyl-1H-indol-5-yloxy)quinazoline (1.36 g, 4.24 mmol), (prepared as described in Example 49), in DMF (70 ml), was added potassium carbonate (2.34 g, 17.0 mmol, 4 eq.) followed by (5R)-5-(p-toluenesulphonylmethyl)-2-pyrrolidinone (1.25 g, 4.66 mmol, 1.1 eq.), (prepared as described for the starting material in Example 317), and the resulting yellow suspension heated at reflux. After 4 hours, some starting material remained, and a further addition of (... Run in CN(C)C=O (DMF). Run at time 4 hour. Reactants: CCOCC (ether), C1(=CC=C(C=C1)S(=O)(=O)C[C@H]1CCC(N1)=O)C ((5R)-5-(p-toluenesulphonylmethyl)-2-pyrrolidinone), CCOCC (ether), OC1=C(C=C2C(=NC=NC2=C1)OC=1C=C2C=C(NC2=CC1)C)OC (7-hydroxy-6-methoxy-4-(2-methylindol-5-yloxy)quinazoline), C1(=CC=C(C=C1)S(=O)(=O)C[C@H]1CCC(N1)=O)C ((5R)-5-(p-toluenesulphonylmethyl)-2-pyrrolidinone), C([O-])([O-])=O.[K+].[K+] (potassium carbonate). Yield: 0.3%. As a reaction SMILES: [OH:1][C:2]1[CH:11]=[C:10]2[C:5]([C:6]([O:12][C:13]3[CH:14]=[C:15]4[C:19](=[CH:20][CH:21]=3)[NH:18][C:17]([CH3:22])=[CH:16]4)=[N:7][CH:8]=[N:9]2)=[CH:4][C:3]=1[O:23][CH3:24].C(=O)([O-])[O-].[K+].[K+].C1(C)C=CC(S([CH2:40][C@@H:41]2[NH:45][C:44](=[O:46])[CH2:43][CH2:42]2)(=O)=O)=CC=1.CCOCC>CN(C=O)C>[CH3:24][O:23][C:3]1[CH:4]=[C:5]2[C:10](=[CH:11][C:2]=1[O:1][CH2:40][C@@H:41]1[NH:45][C:44](=[O:46])[CH2:43][CH2:42]1)[N:9]=[CH:8][N:7]=[C:6]2[O:12][C:13]1[CH:14]=[C:15]2[C:19](=[CH:20][CH:21]=1)[NH:18][C:17]([CH3:22])=[CH:16]2 |f:1.2.3|. Yields the product COC=1C=C2C(=NC=NC2=CC1OC[C@H]1CCC(N1)=O)OC=1C=C2C=C(NC2=CC1)C ((5R)-6-methoxy-4-(2-methyl-1H-indol-5-yloxy)-7-(2-oxopyrrolidin-5-ylmethoxy)quinazoline). Reactants: CO (methanol), 100, calcium alkyl-phenolate, [OH-].[Ca+2].[OH-] (calcium hydroxide), [OH-].[Ca+2].[OH-] (calcium hydroxide), B(O)(O)O (orthoboric acid), C=1(C(=CC=CC1)C)C (xylene). The solvent is O (water). Run at temperature 40 celsius. Product: B([O-])([O-])[O-].[Ca+2].B([O-])([O-])[O-].[Ca+2].[Ca+2] (calcium borate). Reaction SMILES: [OH-].[Ca+2:2].[OH-].[B:4]([OH:7])([OH:6])[OH:5].C1(C)C(C)=CC=CC=1.CO>O>[B:4]([O-:7])([O-:6])[O-:5].[Ca+2:2].[B:4]([O-:7])([O-:6])[O-:5].[Ca+2:2].[Ca+2:2] |f:0.1.2,7.8.9.10.11|. Reported procedure: A solution of 100 parts by weight of a neutral calcium alkyl-phenolate in 100 parts by weight of a lubricating oil fraction, 24 parts by weight of calcium hydroxide, 40 parts by weight (2.0 moles per mole of the calcium hydroxide) of orthoboric acid and 400 parts by weight of xylene were put in a 1000-ml four-necked flask fitted with a condenser and heated to 40° C. under agitation. To this mixture were added 200 parts by weight of methanol and 0.5 parts by weight of water and the resulting mixt... Starting materials: CCO, ClCCl, C=C(C(N)=O)c1ccc(Cl)cc1Cl, [Cu], O, O=S(=O)(O)O. Product: C=C(C(=O)OCC)c1ccc(Cl)cc1Cl. Reaction SMILES: [CH3:6][CH2:7][OH:8].[Cl:23][CH2:24][Cl:25].[Cl:9][c:10]1[c:11]([C:17]([C:18](=[O:19])[NH2:20])=[CH2:21])[cH:12][cH:13][c:14]([Cl:16])[cH:15]1.[Cu:26].[OH2:22].[S:1](=[O:2])(=[O:3])([OH:4])[OH:5]>>[CH3:6][CH2:7][O:8][C:18]([C:17]([c:11]1[c:10]([Cl:9])[cH:15][c:14]([Cl:16])[cH:13][cH:12]1)=[CH2:21])=[O:19]. The reactants are C(C)(C)(C)OC(=O)N1CCC=2C(=NNC2CC1)C1=CC=C(C=C1)Cl (3-(4-chloro-phenyl)-4,5,7,8-tetrahydro-1H-1,2,6-triaza-azulene-6-carboxylic acid tert-butyl ester), Cl.ClCC1=CC=NC=C1 (4-chloromethyl-pyridine hydrogen chloride). The product is ClC1=CC=C(C=C1)C1=NN(C=2CCNCCC12)CC1=CC=NC=C1 (3-(4-Chloro-phenyl)-1-pyridin-4-ylmethyl-1,4,5,6,7,8-hexahydro-1,2,6-triaza-azulene). Yield: 19.7%. Reaction SMILES: C(OC([N:8]1[CH2:17][CH2:16][C:15]2[NH:14][N:13]=[C:12]([C:18]3[CH:23]=[CH:22][C:21]([Cl:24])=[CH:20][CH:19]=3)[C:11]=2[CH2:10][CH2:9]1)=O)(C)(C)C.Cl.Cl[CH2:27][C:28]1[CH:33]=[CH:32][N:31]=[CH:30][CH:29]=1>>[Cl:24][C:21]1[CH:20]=[CH:19][C:18]([C:12]2[C:11]3[CH2:10][CH2:9][NH:8][CH2:17][CH2:16][C:15]=3[N:14]([CH2:27][C:28]3[CH:33]=[CH:32][N:31]=[CH:30][CH:29]=3)[N:13]=2)=[CH:23][CH:22]=1 |f:1.2|. Procedure details: The title compound (0.02 g) was prepared from 3-(4-chloro-phenyl)-4,5,7,8-tetrahydro-1H-1,2,6-triaza-azulene-6-carboxylic acid tert-butyl ester (Example 103, Step B; 0.3 mmol) using 4-chloromethyl-pyridine hydrogen chloride (0.5 mmol) in place of 2-chloromethyl-thiophene. MS (ESI): exact mass calculated for C19H19ClN4, 338.13. found, m/z 339.3 [M+H]+. 1H NMR (500 MHz, CDCl3): 8.49-8.48 (m, 2H), 7.43-7.41 (m, 2H), 7.33-7.31 (m, 2H), 6.90-6.89 (m, 2H), 5.28 (s, 2H), 2.92-2.87 (m, 2H), 2.75-2.73 (m...